Dataset: the Open Reaction Database (ORD), a public repository of structured organic reaction records. Task: describe an organic reaction: reactants, conditions, products, and yield Starting materials: CC1=C(C(=O)C2=C(C(=O)O)C=C(C(=C2)C(=O)O)C(C2=C(C=CC(=C2)C)C)=O)C=C(C=C1)C (2,5-bis(2,5-dimethybenzoyl)terephthalic acid), [H][H] (hydrogen). The reagents and catalysts are [Pd] (palladium on carbon). Solvent: O1CCCC1 (tetrahydrofuran). Reaction conditions: temperature 117 celsius. The product is CC1=C(CC2=C(C(=O)O)C=C(C(=C2)C(=O)O)CC2=C(C=CC(=C2)C)C)C=C(C=C1)C (2,5-bis(2,5-dimethybenzyl)terephthalic acid). As a reaction SMILES: [CH3:1][C:2]1[CH:31]=[CH:30][C:29]([CH3:32])=[CH:28][C:3]=1[C:4]([C:6]1[CH:14]=[C:13]([C:15]([OH:17])=[O:16])[C:12]([C:18](=O)[C:19]2[CH:24]=[C:23]([CH3:25])[CH:22]=[CH:21][C:20]=2[CH3:26])=[CH:11][C:7]=1[C:8]([OH:10])=[O:9])=O.[H][H]>O1CCCC1.[Pd]>[CH3:1][C:2]1[CH:31]=[CH:30][C:29]([CH3:32])=[CH:28][C:3]=1[CH2:4][C:6]1[CH:14]=[C:13]([C:15]([OH:17])=[O:16])[C:12]([CH2:18][C:19]2[CH:24]=[C:23]([CH3:25])[CH:22]=[CH:21][C:20]=2[CH3:26])=[CH:11][C:7]=1[C:8]([OH:10])=[O:9]. Procedure: A mixture of 92 grams of 2,5-bis(2,5-dimethybenzoyl)terephthalic acid in 1.5 L of tetrahydrofuran was treated with 9.2 grams of 10% palladium on carbon (as a catalyst) in an atmosphere of hydrogen at 270 kPa and 65° C. for 17 hours. The reaction mixture was filtered through Celite™ diatomaceous earth filter agent to remove the catalyst. The filtrate was concentrated in vacuo to give a solid. The solid was triturated with ethyl acetate, collected by filtration, and dried. To 75 grams of the solid...